Dataset: the Open Reaction Database (ORD), a public repository of structured organic reaction records. Task: describe an organic reaction: reactants, conditions, products, and yield The reactants are CC(C)(C)OC(=O)N1CCC(=O)CC1, CCO, CO, Cl, O=C1CNCCN1. Product: CC(C)(C)OC(=O)N1CCC(N2CCNC(=O)C2)CC1. As a reaction SMILES: [C:1]([CH3:2])([CH3:3])([CH3:4])[O:5][C:6](=[O:7])[N:8]1[CH2:9][CH2:10][C:11](=[O:14])[CH2:12][CH2:13]1.[CH2:23]([OH:24])[CH3:25].[CH3:26][OH:27].[ClH:22].[O:15]=[C:16]1[NH:17][CH2:18][CH2:19][NH:20][CH2:21]1>>[C:1]([CH3:2])([CH3:3])([CH3:4])[O:5][C:6](=[O:7])[N:8]1[CH2:9][CH2:10][CH:11]([N:20]2[CH2:19][CH2:18][NH:17][C:16](=[O:15])[CH2:21]2)[CH2:12][CH2:13]1. Starting materials: [Br-], C1CCOC1, Cc1cc(C)c(-c2cccc3c(OS(=O)(=O)C(F)(F)F)cc(C)nc23)c(C)c1, CS(C)=O, [K+]. As a reaction SMILES: [Br-:30].[CH2:35]1[O:36][CH2:37][CH2:38][CH2:39]1.[CH3:1][c:2]1[n:3][c:4]2[c:5](-[c:20]3[c:21]([CH3:28])[cH:22][c:23]([CH3:27])[cH:24][c:25]3[CH3:26])[cH:6][cH:7][cH:8][c:9]2[c:10]([O:12][S:13]([C:14]([F:15])([F:16])[F:17])(=[O:18])=[O:19])[cH:11]1.[CH3:31][S:32]([CH3:33])=[O:34].[K+:29]>>[CH3:1][c:2]1[n:3][c:4]2[c:5](-[c:20]3[c:21]([CH3:28])[cH:22][c:23]([CH3:27])[cH:24][c:25]3[CH3:26])[cH:6][cH:7][cH:8][c:9]2[c:10]([Br:30])[cH:11]1. Product: Cc1cc(C)c(-c2cccc3c(Br)cc(C)nc23)c(C)c1. Starting materials: OC(C)C1C2CC(C(N2C1=O)C(=O)OCC1=CC=CC=C1)=O (Benzyl 6-(1-hydroxyethyl)-1-azabicyclo[3.2.0]heptane-3,7-dione-2-carboxylate), C(C)O (ethanol), O (H2O), C(=O)(O)[O-].[Na+] (NaHCO3). Reagents/catalysts: [Pd] (Pd/C). Run in O1CCOCC1 (dioxane). Conditions: time 1 hour. Yields the product OC(C)C1C2CC(C(N2C1=O)C(=O)[O-])=O.[Na+] (sodium 6-(1-hydroxyethyl)-1-azabicyclo[3.2.0]heptane-3,7-dione-2-carboxylate). As a reaction SMILES: [OH:1][CH:2]([CH:4]1[C:10](=[O:11])[N:9]2[CH:5]1[CH2:6][C:7](=[O:22])[CH:8]2[C:12]([O:14]CC1C=CC=CC=1)=[O:13])[CH3:3].C(O)C.O.C([O-])(O)=O.[Na+:31]>O1CCOCC1.[Pd]>[OH:1][CH:2]([CH:4]1[C:10](=[O:11])[N:9]2[CH:5]1[CH2:6][C:7](=[O:22])[CH:8]2[C:12]([O-:14])=[O:13])[CH3:3].[Na+:31] |f:3.4,7.8|. Procedure: Benzyl 6-(1-hydroxyethyl)-1-azabicyclo[3.2.0]heptane-3,7-dione-2-carboxylate (30 mg) is dissolved in dioxane (2 ml). The solution is treated with ethanol (0.5 ml), H2O (0.5 ml), NaHCO3 (8.5 mg) and 10% Pd/C (20 mg) and the resulting mixture is hydrogenated at 40 psi for 1 hr. The mixture is filtered to remove the catalyst which is washed with H2O (2.5 ml). The combined filtrate is extracted with ethyl acetate (3×2 ml), concentrated in vacuo, and lyophilized to provide sodium 6-(1-hydroxyethyl)-1... Reactants: Cl.C(C)OC(=N)C1=CC(=CC=C1)C(C)=O (3-acetylbenzenecarboximidic acid ethyl ester, hydrochloride), C([O-])([O-])=O.[NH4+].[NH4+] (ammonium carbonate). Run in C(C)O (ethanol). Product: Cl.C(C)(=O)C=1C=C(C=CC1)C(N)=N (3-Acetylbenzenecarboximidamide, Hydrochloride). RXN SMILES: [ClH:1].C(O[C:5]([C:7]1[CH:12]=[CH:11][CH:10]=[C:9]([C:13](=[O:15])[CH3:14])[CH:8]=1)=[NH:6])C.C(=O)([O-])[O-].[NH4+:20].[NH4+]>C(O)C>[ClH:1].[C:13]([C:9]1[CH:8]=[C:7]([C:5](=[NH:6])[NH2:20])[CH:12]=[CH:11][CH:10]=1)(=[O:15])[CH3:14] |f:0.1,2.3.4,6.7|. Procedure: A mixture of 14 g. (0.08 mole) of 3-acetylbenzenecarboximidic acid ethyl ester, hydrochloride of A. above and 14 g. (0.15 mole) of finely ground ammonium carbonate in 100 ml. of ethanol is heated at boiling temperature in an open flask for 3 hours. The solution is cooled and the first small amount of precipitate is collected and is discarded. The filtrate is further cooled to precipitate 6.7 g. of product with a melting point of 193° (dec.). Starting materials: C1CCOC1, C=CCC(CCCCCC)C(=O)N(C(=O)OCC)C(C)c1ccccc1, [Li+], [Na+], [Na+], [OH-], O, O, OO, O=S([O-])[O-]. Yields the product C=CCC(CCCCCC)C(=O)O. Reaction SMILES: [CH2:38]1[O:39][CH2:40][CH2:41][CH2:42]1.[CH2:6]([O:7][C:8]([N:9]([CH:10]([c:11]1[cH:24][cH:25][cH:26][cH:27][cH:28]1)[CH3:29])[C:12]([CH:13]([CH2:14][CH2:15][CH2:16][CH2:17][CH2:18][CH3:19])[CH2:20][CH:21]=[CH2:22])=[O:23])=[O:30])[CH3:31].[Li+:5].[Na+:36].[Na+:37].[OH-:4].[OH2:3].[OH2:43].[OH:1][OH:2].[S:32](=[O:33])([O-:34])[O-:35]>>[C:12]([CH:13]([CH2:14][CH2:15][CH2:16][CH2:17][CH2:18][CH3:19])[CH2:20][CH:21]=[CH2:22])([OH:23])=[O:33]. Reactants: C(=O)(OCC1=CC=CC=C1)N[C@H](C(=O)O)CC1=C(NC2=CC=CC=C12)[C@@H]1[C@@H](OCC2=CC=CC=C2)[C@@H](OCC2=CC=CC=C2)[C@H](OCC2=CC=CC=C2)[C@H](O1)COCC1=CC=CC=C1 ((2S*)-2-[N-(carbobenzyloxy)amino]-3-[2-(2,3,4,6-tetra-O-benzyl-α-D-mannopyranosyl)indole-3-yl]propionic acid), [H][H] (hydrogen). Reagents/catalysts: [OH-].[Pd+2].[OH-].[C] (palladium hydroxide carbon). The solvent is C(C)O (ethanol). Yields the product N[C@H](C(=O)O)CC1=C(NC2=CC=CC=C12)[C@@H]1[C@@H](O)[C@@H](O)[C@H](O)[C@H](O1)CO ((2S*)-2-amino-3-[2-(α-D-mannopyranosyl)indole-3-yl]propionic acid). The yield is 59.6%. As a reaction SMILES: C([NH:11][C@@H:12]([CH2:16][C:17]1[C:25]2[C:20](=[CH:21][CH:22]=[CH:23][CH:24]=2)[NH:19][C:18]=1[C@H:26]1[O:55][C@H:54]([CH2:56][O:57]CC2C=CC=CC=2)[C@@H:45]([O:46]CC2C=CC=CC=2)[C@H:36]([O:37]CC2C=CC=CC=2)[C@@H:27]1[O:28]CC1C=CC=CC=1)[C:13]([OH:15])=[O:14])(OCC1C=CC=CC=1)=O.[H][H]>C(O)C.[OH-].[Pd+2].[OH-].[C]>[NH2:11][C@@H:12]([CH2:16][C:17]1[C:25]2[C:20](=[CH:21][CH:22]=[CH:23][CH:24]=2)[NH:19][C:18]=1[C@H:26]1[O:55][C@H:54]([CH2:56][OH:57])[C@@H:45]([OH:46])[C@H:36]([OH:37])[C@@H:27]1[OH:28])[C:13]([OH:15])=[O:14] |f:3.4.5.6|. Reported procedure: To a solution of (2S*)-2-[N-(carbobenzyloxy)amino]-3-[2-(2,3,4,6-tetra-O-benzyl-α-D-mannopyranosyl)indole-3-yl]propionic acid [compound (XII-2) wherein R1 to R4 are benzyl and Ar is phenyl](90.5 mg (0.11 mmol)) in ethanol (25 ml) was added 20% palladium hydroxide-carbon catalyst (75 mg) and the mixture was stirred at about 60° C. for about 11 hours under atmospheric pressure in the presence of hydrogen. The reacted solution was filtrated on Celite and the filtrate was concentrated. The residue w... Starting materials: FC=1C=NC2=CC=CC(=C2N1)C1=CC=2C(NCCC2N1)=O (2-(3-fluoroquinoxalin-5-yl)-6,7-dihydro-1H-pyrrolo[3,2-c]pyridin-4(5H)-one), CNC1=CC=CC=C1 (N-methylaniline), C[Si](C)(C)[N-][Si](C)(C)C.[Na+] (NaHMDS). Run at temperature 0 celsius. Product: CN(C=1C=NC2=CC=CC(=C2N1)C1=CC=2C(NCCC2N1)=O)C1=CC=CC=C1 (2-(3-(methyl(phenyl)amino)quinoxalin-5-yl)-6,7-dihydro-1H-pyrrolo[3,2-c]pyridin-4(5H)-one). Yield: 46.0%. As a reaction SMILES: F[C:2]1[CH:3]=[N:4][C:5]2[C:10]([N:11]=1)=[C:9]([C:12]1[NH:20][C:19]3[CH2:18][CH2:17][NH:16][C:15](=[O:21])[C:14]=3[CH:13]=1)[CH:8]=[CH:7][CH:6]=2.[CH3:22][NH:23][C:24]1[CH:29]=[CH:28][CH:27]=[CH:26][CH:25]=1.C[Si]([N-][Si](C)(C)C)(C)C.[Na+]>>[CH3:22][N:23]([C:24]1[CH:29]=[CH:28][CH:27]=[CH:26][CH:25]=1)[C:2]1[CH:3]=[N:4][C:5]2[C:10]([N:11]=1)=[C:9]([C:12]1[NH:20][C:19]3[CH2:18][CH2:17][NH:16][C:15](=[O:21])[C:14]=3[CH:13]=1)[CH:8]=[CH:7][CH:6]=2 |f:2.3|. Procedure details: Prepared similarly to that described in Example 210 using 2-(3-fluoroquinoxalin-5-yl)-6,7-dihydro-1H-pyrrolo[3,2-c]pyridin-4(5H)-one (Example 210i; 56 mg, 0.198 mmol), N-methylaniline (150 μl, 1.389 mmol, Alfa Aesar, Ward Hill, Mass.), and NaHMDS (1.0M in THF; 1389 μl, 1.389 mmol) and heating at 0° C. for 1 h. Purification by silica gel (100% DCM to 3% MeOH/DCM) provided 2-(3-(methyl(phenyl)amino)quinoxalin-5-yl)-6,7-dihydro-1H-pyrrolo[3,2-c]pyridin-4(5H)-one (46% yield). 1H NMR (400 MHz, DMSO-d... Starting materials: CCCCCC1CCC(c2ccc(C=C(Br)Br)cc2)CC1, [Li]CCCC, CCCCCC, C1CCOC1, O. The product is C#Cc1ccc(C2CCC(CCCCC)CC2)cc1. As a reaction SMILES: [Br:1][C:2](=[CH:3][c:4]1[cH:5][cH:6][c:7]([CH:10]2[CH2:11][CH2:12][CH:13]([CH2:16][CH2:17][CH2:18][CH2:19][CH3:20])[CH2:14][CH2:15]2)[cH:8][cH:9]1)[Br:21].[CH2:22]([Li:23])[CH2:24][CH2:25][CH3:26].[CH3:33][CH2:34][CH2:35][CH2:36][CH2:37][CH3:38].[O:28]1[CH2:29][CH2:30][CH2:31][CH2:32]1.[OH2:27]>>[CH:2]#[C:3][c:4]1[cH:5][cH:6][c:7]([CH:10]2[CH2:11][CH2:12][CH:13]([CH2:16][CH2:17][CH2:18][CH2:19][CH3:20])[CH2:14][CH2:15]2)[cH:8][cH:9]1. The reactants are CCNCc1cc(C(F)(F)F)ccc1-c1cncc(CC(=O)OCC)c1, COc1cc(C(=O)O)nc(OC)n1. Yields the product CCOC(=O)Cc1cncc(-c2ccc(C(F)(F)F)cc2CN(CC)C(=O)c2cc(OC)nc(OC)n2)c1. As a reaction SMILES: [CH2:1]([CH3:2])[O:3][C:4]([CH2:5][c:6]1[cH:7][n:8][cH:9][c:10](-[c:12]2[c:13]([CH2:22][NH:23][CH2:24][CH3:25])[cH:14][c:15]([C:18]([F:19])([F:20])[F:21])[cH:16][cH:17]2)[cH:11]1)=[O:26].[CH3:27][O:28][c:29]1[n:30][c:31]([C:37](=[O:38])[OH:39])[cH:32][c:33]([O:35][CH3:36])[n:34]1>>[CH2:1]([CH3:2])[O:3][C:4]([CH2:5][c:6]1[cH:7][n:8][cH:9][c:10](-[c:12]2[c:13]([CH2:22][N:23]([CH2:24][CH3:25])[C:37]([c:31]3[n:30][c:29]([O:28][CH3:27])[n:34][c:33]([O:35][CH3:36])[cH:32]3)=[O:38])[cH:14][c:15]([C:18]([F:19])([F:20])[F:21])[cH:16][cH:17]2)[cH:11]1)=[O:26]. Starting materials: CC(=O)O[BH-](OC(C)=O)OC(C)=O, ClCCl, CC(=O)O, Cc1cc(C(=O)NC2CCCCC2)n(-c2ccc(OC3CCNCC3)cc2)n1, [Na+], O=C1CCCC1. Product: Cc1cc(C(=O)NC2CCCCC2)n(-c2ccc(OC3CCN(C4CCCC4)CC3)cc2)n1. RXN SMILES: [C:39]([O:40][BH-:41]([O:42][C:43](=[O:44])[CH3:45])[O:46][C:47](=[O:48])[CH3:49])(=[O:50])[CH3:51].[CH2:53]([Cl:54])[Cl:55].[CH3:35][C:36](=[O:37])[OH:38].[CH:1]1([NH:7][C:8](=[O:9])[c:10]2[n:11](-[c:16]3[cH:17][cH:18][c:19]([O:22][CH:23]4[CH2:24][CH2:25][NH:26][CH2:27][CH2:28]4)[cH:20][cH:21]3)[n:12][c:13]([CH3:15])[cH:14]2)[CH2:2][CH2:3][CH2:4][CH2:5][CH2:6]1.[Na+:52].[O:29]=[C:30]1[CH2:31][CH2:32][CH2:33][CH2:34]1>>[CH:1]1([NH:7][C:8](=[O:9])[c:10]2[n:11](-[c:16]3[cH:17][cH:18][c:19]([O:22][CH:23]4[CH2:24][CH2:25][N:26]([CH:30]5[CH2:31][CH2:32][CH2:33][CH2:34]5)[CH2:27][CH2:28]4)[cH:20][cH:21]3)[n:12][c:13]([CH3:15])[cH:14]2)[CH2:2][CH2:3][CH2:4][CH2:5][CH2:6]1.